From a dataset of the Open Reaction Database (ORD), a public repository of structured organic reaction records. describe an organic reaction: reactants, conditions, products, and yield Starting materials: C(C)(=O)OCC (ethyl acetate), Cl.Cl.Cl.N[C@H]1[C@@H]2N(C(=C(CS2)C[N+]=2N(C(=CC2)NCC(=O)OC)C)C(=O)[O-])C1=O (7β-amino-3-[2-methyl-3-methoxycarbonylmethylamino-1-pyrazolio]methyl-3-cephem-4-carboxylate trihydrochloride), C[Si](NC(C)=O)(C)C (N-(trimethylsilyl)acetamide), Cl.NC1=NC(=NS1)/C(/C(=O)Cl)=N/OC ((Z)-2-(5-amino-1,2,4-thiadiazol-3-yl)-2-methoxyiminoacetyl chloride hydrochloride). Run in O1CCCC1 (tetrahydrofuran). Run at time 2 hour. Yields the product NC1=NC(=NS1)C(C(=O)N[C@H]1[C@@H]2N(C(=C(CS2)C[N+]=2N(C(=CC2)NCC(=O)O)C)C(=O)[O-])C1=O)=NOC (7β-[2-(5-amino-1,2,4-thiadiazol-3-yl)-2-methoxyiminoacetamido]-3-(3-carboxymethylamino-2-methyl-1-pyrazolio)methyl-3-cephem-4-carboxylate). Yield: 30.5%. RXN SMILES: Cl.Cl.Cl.[NH2:4][C@@H:5]1[C:28](=[O:29])[N:7]2[C:8]([C:25]([O-:27])=[O:26])=[C:9]([CH2:12][N+:13]3[N:14]([CH3:24])[C:15]([NH:18][CH2:19][C:20]([O:22]C)=[O:21])=[CH:16][CH:17]=3)[CH2:10][S:11][C@H:6]12.C[Si](C)(C)NC(=O)C.Cl.[NH2:39][C:40]1[S:44][N:43]=[C:42](/[C:45](=[N:49]/[O:50][CH3:51])/[C:46](Cl)=[O:47])[N:41]=1.C(OCC)(=O)C>O1CCCC1>[NH2:39][C:40]1[S:44][N:43]=[C:42]([C:45](=[N:49][O:50][CH3:51])[C:46]([NH:4][C@@H:5]2[C:28](=[O:29])[N:7]3[C:8]([C:25]([O-:27])=[O:26])=[C:9]([CH2:12][N+:13]4[N:14]([CH3:24])[C:15]([NH:18][CH2:19][C:20]([OH:22])=[O:21])=[CH:16][CH:17]=4)[CH2:10][S:11][C@H:6]23)=[O:47])[N:41]=1 |f:0.1.2.3,5.6|. Reported procedure: To a solution of 7β-amino-3-[2-methyl-3-methoxycarbonylmethylamino-1-pyrazolio]methyl-3-cephem-4-carboxylate trihydrochloride (0.7 g) and N-(trimethylsilyl)acetamide (1.87 g) in tetrahydrofuran (14 ml) was added (Z)-2-(5-amino-1,2,4-thiadiazol-3-yl)-2-methoxyiminoacetyl chloride hydrochloride (0.37 g) under ice-cooling and the mixture was stirred at room temperature for 2 hours. The reaction mixture was poured into ethyl acetate (140 ml) and the resultant powder was collected by filtration. The ... Starting materials: [OH-].[K+] (potassium hydroxide), [Cl-].[NH4+] (ammonium chloride), ClC1=C(C=CC(=C1)Cl)C1=CC=2N(C(=N1)SCC)C=CN2 (7-(2,4-dichlorophenyl)-5-(ethylthio)imidazo[1,2-c]pyrimidine), Cl (hydrochloric acid). Run in CO (methanol), O (water). Reaction conditions: time 2 hour. The product is ClC1=C(C=CC(=C1)Cl)C1=CC=2N(C(=N1)O)C=CN2 (7-(2,4-Dichlorophenyl)imidazo[1,2-c]pyrimidin-5-ol). Reaction SMILES: [Cl:1][C:2]1[CH:7]=[C:6]([Cl:8])[CH:5]=[CH:4][C:3]=1[C:9]1[N:14]=[C:13](SCC)[N:12]2[CH:18]=[CH:19][N:20]=[C:11]2[CH:10]=1.[OH-:21].[K+].Cl.[Cl-].[NH4+]>CO.O>[Cl:1][C:2]1[CH:7]=[C:6]([Cl:8])[CH:5]=[CH:4][C:3]=1[C:9]1[N:14]=[C:13]([OH:21])[N:12]2[CH:18]=[CH:19][N:20]=[C:11]2[CH:10]=1 |f:1.2,4.5|. Procedure: 16.6 g (51.19 mmol) of 7-(2,4-dichlorophenyl)-5-(ethylthio)imidazo[1,2-c]pyrimidine are dissolved in 330 ml of methanol, and 77 ml of a 2 molar aqueous potassium hydroxide solution are added. The mixture is stirred at the reflux temperature for 2 h. After cooling, 300 ml of water are added and then, while cooling in ice, 140 ml of 0.1 molar hydrochloric acid. The mixture is then neutralized with saturated aqueous ammonium chloride solution and stirred for 10 min, and the solid is filtered off wi... Starting materials: COc1cccc(C(=O)Cl)c1, COc1cc2ncnc(Nc3nc4ccc(N)cc4s3)c2cc1OC. The product is COc1cccc(C(=O)Nc2ccc3nc(Nc4ncnc5cc(OC)c(OC)cc45)sc3c2)c1. RXN SMILES: [C:1]([c:2]1[cH:3][c:4]([O:8][CH3:9])[cH:5][cH:6][cH:7]1)(=[O:10])[Cl:11].[CH3:12][O:13][c:14]1[cH:15][c:16]2[c:17]([NH:26][c:27]3[s:28][c:29]4[c:30]([n:31]3)[cH:32][cH:33][c:34]([NH2:36])[cH:35]4)[n:18][cH:19][n:20][c:21]2[cH:22][c:23]1[O:24][CH3:25]>>[C:1]([c:2]1[cH:3][c:4]([O:8][CH3:9])[cH:5][cH:6][cH:7]1)(=[O:10])[NH:36][c:34]1[cH:33][cH:32][c:30]2[c:29]([s:28][c:27]([NH:26][c:17]3[c:16]4[cH:15][c:14]([O:13][CH3:12])[c:23]([O:24][CH3:25])[cH:22][c:21]4[n:20][cH:19][n:18]3)[n:31]2)[cH:35]1. Starting materials: ClC1=CC(=C(C=C1)OCC=CC)I (4-chloro-2-iodo O-crotyl phenol), C([O-])([O-])=O.[Na+].[Na+] (sodium carbonate), C(=O)[O-].[Na+] (sodium formate), [Cl-].C(CCC)[NH3+] (n-butyl ammonium chloride). The reagents and catalysts are C(C)(=O)[O-].C(C)(=O)[O-].[Pd+2] (palladium di-acetate). The solvent is CN(C)C=O (DMF). Conditions: temperature 80 celsius. The product is ClC=1C=CC2=C(C(=CO2)CC)C1 (5-chloro-3-ethyl-benzofuran). Isolated yield 60.4%. RXN SMILES: [Cl:1][C:2]1[CH:7]=[CH:6][C:5]([O:8][CH2:9][CH:10]=[CH:11][CH3:12])=[C:4](I)[CH:3]=1.C(=O)([O-])[O-].[Na+].[Na+].C([O-])=O.[Na+].[Cl-].C([NH3+])CCC>C([O-])(=O)C.C([O-])(=O)C.[Pd+2].CN(C=O)C>[Cl:1][C:2]1[CH:7]=[CH:6][C:5]2[O:8][CH:9]=[C:10]([CH2:11][CH3:12])[C:4]=2[CH:3]=1 |f:1.2.3,4.5,6.7,8.9.10|. Procedure details: To a mixture of 4-chloro-2-iodo O-crotyl phenol (1.5 g, 4.86 mmol), sodium carbonate (12.2 mmol, 1.3 g), sodium formate (4.86 mmol, 330 mg), n-butyl ammonium chloride (5.34 mmol, 1.5 g) and DMF (10 mL) was added palladium di-acetate (0.24 mmol, 55 mg). The reaction was heated at 80° C. and maintained at that temperature overnight. After bringing the reaction to room temperature, the mixture was filtered. The filtrate was dried and evaporated to give a crude product, which was purified by silica ... The reactants are C1(CCCCC1)N(C(CCOCCC1=CC(=CC=C1)B1OC(C(O1)(C)C)(C)C)=O)CC(OC)OC (N-Cyclohexyl-N-(2,2-dimethoxyethyl)-3-(3-(4,4,5,5-tetramethyl-1,3,2-dioxaborolan-2-yl)phenethoxy)propanamide), C([O-])([O-])=O.[K+].[K+] (potassium carbonate), BrC=1N(C=C(N1)C)C (2-bromo-1,4-dimethyl-1H-imidazole). The reagents and catalysts are C=1C=CC(=CC1)[P](C=2C=CC=CC2)(C=3C=CC=CC3)[Pd]([P](C=4C=CC=CC4)(C=5C=CC=CC5)C=6C=CC=CC6)([P](C=7C=CC=CC7)(C=8C=CC=CC8)C=9C=CC=CC9)[P](C=1C=CC=CC1)(C=1C=CC=CC1)C=1C=CC=CC1 (Pd(Ph3P)4). Solvent: CO (MeOH). Run at temperature 120 celsius. Yields the product C1(CCCCC1)N(C(CCOCCC1=CC(=CC=C1)C=1N(C=C(N1)C)C)=O)CC(OC)OC (N-Cyclohexyl-N-(2,2-dimethoxyethyl)-3-(3-(1,4-dimethyl-1H-imidazol-2-yl)phenethoxy)propanamide). RXN SMILES: [CH:1]1([N:7]([CH2:30][CH:31]([O:34][CH3:35])[O:32][CH3:33])[C:8](=[O:29])[CH2:9][CH2:10][O:11][CH2:12][CH2:13][C:14]2[CH:19]=[CH:18][CH:17]=[C:16](B3OC(C)(C)C(C)(C)O3)[CH:15]=2)[CH2:6][CH2:5][CH2:4][CH2:3][CH2:2]1.C(=O)([O-])[O-].[K+].[K+].Br[C:43]1[N:44]([CH3:49])[CH:45]=[C:46]([CH3:48])[N:47]=1>CO.C1C=CC([P]([Pd]([P](C2C=CC=CC=2)(C2C=CC=CC=2)C2C=CC=CC=2)([P](C2C=CC=CC=2)(C2C=CC=CC=2)C2C=CC=CC=2)[P](C2C=CC=CC=2)(C2C=CC=CC=2)C2C=CC=CC=2)(C2C=CC=CC=2)C2C=CC=CC=2)=CC=1>[CH:1]1([N:7]([CH2:30][CH:31]([O:32][CH3:33])[O:34][CH3:35])[C:8](=[O:29])[CH2:9][CH2:10][O:11][CH2:12][CH2:13][C:14]2[CH:19]=[CH:18][CH:17]=[C:16]([C:43]3[N:44]([CH3:49])[CH:45]=[C:46]([CH3:48])[N:47]=3)[CH:15]=2)[CH2:2][CH2:3][CH2:4][CH2:5][CH2:6]1 |f:1.2.3,^1:55,57,76,95|. Procedure details: N-Cyclohexyl-N-(2,2-dimethoxyethyl)-3-(3-(4,4,5,5-tetramethyl-1,3,2-dioxaborolan-2-yl)phenethoxy)propanamide [Example 34, Step i)] (390 mg), potassium carbonate (220 mg), Pd(Ph3P)4 (46 mg) and 2-bromo-1,4-dimethyl-1H-imidazole (279 mg) in MeOH (3 mL) was loaded into a microwave vial, flushed with nitrogen and sealed. The vial was heated within a Discover microwave at 120° C. for 30 min. After cooling, the reaction and the filtrate washed with DCM. Volatiles were removed and the residue purified ... Reactants: O (water), CC(CC)SC1=CC=C(C=C1)S (4-(1-methylpropylthio)benzenethiol), C([O-])([O-])=O.[K+].[K+] (potassium carbonate), C(C)(=O)OCCBr (2-bromoethyl acetate). Run in CN(C)C=O (DMF). Yields the product C(C)(=O)OCCSC1=CC=C(C=C1)SC(CC)C (2-[4-(1-methylpropylthio)phenylthio]ethyl acetate). Reaction SMILES: [CH3:1][CH:2]([S:5][C:6]1[CH:11]=[CH:10][C:9]([SH:12])=[CH:8][CH:7]=1)[CH2:3][CH3:4].C(=O)([O-])[O-].[K+].[K+].[C:19]([O:22][CH2:23][CH2:24]Br)(=[O:21])[CH3:20].O>CN(C=O)C>[C:19]([O:22][CH2:23][CH2:24][S:12][C:9]1[CH:8]=[CH:7][C:6]([S:5][CH:2]([CH3:1])[CH2:3][CH3:4])=[CH:11][CH:10]=1)(=[O:21])[CH3:20] |f:1.2.3|. Procedure: To a mixture of 4-(1-methylpropylthio)benzenethiol (53.7 g, 271.0 mmol) and potassium carbonate (49.4 g, 358.0 mmol) in DMF under N2 and with stirring is added dropwise 2-bromoethyl acetate (34.0 ml, 298.0 mmol). The mixture is stirred at RT overnight, after which water is added and the mixture is extracted with ether. The combined organic layers are washed with water and brine, dried, the solvent removed and the residue purified by distillation to give 2-[4-(1-methylpropylthio)phenylthio]ethyl ... Reactants: C(C1=CC=CC=C1)N1CC2=CC=C(C=C2CC1)[N+](=O)[O-] (2-Benzyl-6-nitro-1,2,3,4-tetrahydroisoquinoline). The reagents and catalysts are [Pt]=O (platinum oxide). Solvent: C1CCOC1 (THF). Run at time 72 hour. Product: C(C1=CC=CC=C1)N1CC2=CC=C(C=C2CC1)N (2-benzyl-1,2,3,4-tetrahydroisoquinolin-6-yl amine). RXN SMILES: [CH2:1]([N:8]1[CH2:17][CH2:16][C:15]2[C:10](=[CH:11][CH:12]=[C:13]([N+:18]([O-])=O)[CH:14]=2)[CH2:9]1)[C:2]1[CH:7]=[CH:6][CH:5]=[CH:4][CH:3]=1>[Pt]=O.C1COCC1>[CH2:1]([N:8]1[CH2:17][CH2:16][C:15]2[C:10](=[CH:11][CH:12]=[C:13]([NH2:18])[CH:14]=2)[CH2:9]1)[C:2]1[CH:3]=[CH:4][CH:5]=[CH:6][CH:7]=1. Reported procedure: A THF (184 mL) solution of compound (17) (4.6 g, 17 mmole) with platinum oxide (230 mg) was hydrogenated for 18 hrs. at 50 psi. The catalyst was filtered off and platinum oxide (230 mg) was added and the hydrogenation continued for 72 hrs. The completed hydrogenation was filtered to provide a THF solution of the intermediate, 2-benzyl-1,2,3,4-tetrahydroisoquinolin-6-yl amine (18). Triethylamine was added to the THF solution of (18) followed by the dropwise addition of 4'-trifluoromethylbiphenyl-...